From a dataset of the Open Reaction Database (ORD), a public repository of structured organic reaction records. describe an organic reaction: reactants, conditions, products, and yield The reactants are C(C1=CC=CC=C1)OC(=O)N1COC([C@@H]1C)(O)C1=CC=C(C=C1)OC ((4S)-N-benzyloxycarbonyl-5-(4-methoxyphenyl)-4-methyl-5-hydroxyoxazolidine), O (water), Cl (hydrochloric acid). The solvent is O1CCCC1 (tetrahydrofuran), C1(=CC=CC=C1)C (toluene). Run at time 24 hour. The product is C(C1=CC=CC=C1)OC(=O)N[C@H](C(=O)C1=CC=C(C=C1)OC)C ((2S)-2-(benzyloxycarbonyl)amino-1-(4-methoxyphenyl)-1-propanone). Yield: 0.1%. RXN SMILES: [CH2:1]([O:8][C:9]([N:11]1[C@@H:15]([CH3:16])[C:14]([C:18]2[CH:23]=[CH:22][C:21]([O:24][CH3:25])=[CH:20][CH:19]=2)(O)[O:13]C1)=[O:10])[C:2]1[CH:7]=[CH:6][CH:5]=[CH:4][CH:3]=1.O.Cl>O1CCCC1.C1(C)C=CC=CC=1>[CH2:1]([O:8][C:9]([NH:11][C@@H:15]([CH3:16])[C:14]([C:18]1[CH:19]=[CH:20][C:21]([O:24][CH3:25])=[CH:22][CH:23]=1)=[O:13])=[O:10])[C:2]1[CH:3]=[CH:4][CH:5]=[CH:6][CH:7]=1. Reported procedure: In tetrahydrofuran (4 mL) was dissolved (4S)-N-benzyloxycarbonyl-5-(4-methoxyphenyl)-4-methyl-5-hydroxyoxazolidine (1.72 g) prepared in Example 10 and then water (5 mL) and conc. hydrochloric acid (2 mL) were added. The mixture was stirred at room temperature for 24 hours. The reaction was diluted with toluene, the aqueous layer was discarded, and then the organic layer was dried over anhydrous magnesium sulfate. After concentration under a reduced pressure, the residue was purified by silica co... The reactants are alcohol, [N+](=O)([O-])CC(=O)OCC (ethyl 2-nitroacetate), C(C)O (ethanol), C1CN2CCN1CC2 (1,4-diazobicyclo[2.2.2]octane). Reaction conditions: temperature 80 celsius. The product is OCC1CC(=NO1)C(=O)OCC (ethyl 5-(hydroxymethyl)-4,5-dihydroisoxazole-3-carboxylate). The yield is 93.0%. RXN SMILES: [N+:1]([CH2:4][C:5]([O:7][CH2:8][CH3:9])=[O:6])([O-:3])=O.C1N2[CH2:16][CH2:17]N(CC2)C1.[CH2:18]([OH:20])C>>[OH:20][CH2:18][CH:16]1[O:3][N:1]=[C:4]([C:5]([O:7][CH2:8][CH3:9])=[O:6])[CH2:17]1. Procedure details: To a mixture of allylic alcohol (0.650 mL; 9.35 mmol) and ethyl 2-nitroacetate (2.65 mL; 23.37 mmol) in ethanol (12 mL) in an Ace pressure tube was added 1,4-diazobicyclo[2.2.2]octane (DABCO, 0.189 g; 1.64 mmol). The tube was heated at 80° C. for 48 h. The mixture was evaporated. The flash chromatography on silica gel (eluent: 0 to 6% of methanol in dichloromethane) of the residue provided 1.51 g (93%) of ethyl 5-(hydroxymethyl)-4,5-dihydroisoxazole-3-carboxylate as an oil. The reactants are C1CCOC1, C[Si](C)(C)[N-][Si](C)(C)C, O=S(=O)(Cl)C1CC1, Cc1c2cc3[nH]c(=O)n(-c4ccc(I)cc4F)c3c(F)c2nn1C, [Li+]. Yields the product Cc1c2cc3c(c(F)c2nn1C)n(-c1ccc(I)cc1F)c(=O)n3S(=O)(=O)C1CC1. Reaction SMILES: [CH2:42]1[O:43][CH2:44][CH2:45][CH2:46]1.[CH3:26][Si:27]([N-:28][Si:29]([CH3:30])([CH3:31])[CH3:32])([CH3:33])[CH3:34].[CH:35]1([S:38](=[O:39])(=[O:40])[Cl:41])[CH2:36][CH2:37]1.[F:1][c:2]1[c:3]2[c:4]([cH:5][c:6]3[c:7]([CH3:12])[n:8]([CH3:11])[n:9][c:10]13)[nH:13][c:14](=[O:24])[n:15]2-[c:16]1[c:17]([F:23])[cH:18][c:19]([I:22])[cH:20][cH:21]1.[Li+:25]>>[F:1][c:2]1[c:3]2[c:4]([cH:5][c:6]3[c:7]([CH3:12])[n:8]([CH3:11])[n:9][c:10]13)[n:13]([S:38]([CH:35]1[CH2:36][CH2:37]1)(=[O:39])=[O:40])[c:14](=[O:24])[n:15]2-[c:16]1[c:17]([F:23])[cH:18][c:19]([I:22])[cH:20][cH:21]1. Starting materials: [Cl-], Cl, N#Cc1cccc(Oc2ccccc2)c1, O. Reaction SMILES: [Cl-:2].[ClH:1].[O:3]([c:4]1[cH:5][cH:6][cH:7][cH:8][cH:9]1)[c:10]1[cH:11][c:12]([C:13]#[N:14])[cH:15][cH:16][cH:17]1.[OH2:18]>>[O:3]([c:4]1[cH:5][cH:6][cH:7][cH:8][cH:9]1)[c:10]1[cH:11][c:12]([CH:13]=[O:18])[cH:15][cH:16][cH:17]1. The product is O=Cc1cccc(Oc2ccccc2)c1.